Task: describe an organic reaction: reactants, conditions, products, and yield. Dataset: the Open Reaction Database (ORD), a public repository of structured organic reaction records The reactants are COC=1C=C(C(=O)O)C=C(C1)OCCCOC (3-methoxy-5-(3-methoxy-propoxy)-benzoic acid), S(=O)(Cl)Cl (thionyl chloride), C(Cl)Cl.O1CCCC1 (CH2Cl2 tetrahydrofuran), CC#N (CH3CN). Conditions: temperature 45 celsius, time 2 hour. Yields the product C1(CC1)NC(C1=CC(=CC(=C1)OCCCOC)OC)=O (N-cyclopropyl-3-methoxy-5-(3-methoxy-propoxy)-benzamide). RXN SMILES: [CH3:1][C:2]#[N:3].[CH3:4][O:5][C:6]1[CH:7]=[C:8]([CH:12]=[C:13]([O:15][CH2:16][CH2:17][CH2:18][O:19][CH3:20])[CH:14]=1)[C:9](O)=[O:10].S(Cl)(Cl)=O.[CH2:25](Cl)Cl.O1CCCC1>>[CH:2]1([NH:3][C:9](=[O:10])[C:8]2[CH:12]=[C:13]([O:15][CH2:16][CH2:17][CH2:18][O:19][CH3:20])[CH:14]=[C:6]([O:5][CH3:4])[CH:7]=2)[CH2:25][CH2:1]1 |f:3.4|. Procedure details: A mixture of 3-hydroxy-5-methoxy-benzoic acid methyl ester (4.71 g, 25.9 mmol), K2CO3 (5.72 g, 41.4 mmol) and toluene-4-sulfonic acid 3-methoxy-propyl ester (8.18 g, 33.5 mmol) in DMA (60 ml) is stirred for 14 h at 140° C. The mixture is distributed between ethyl acetate and H2O. The aqueous layer is separated and extracted twice with ethyl acetate. The combined organic layers are dried (Na2SO4) and evaporated to afford crude 3-methoxy-5-(3-methoxy-propoxy)-benzoic acid methyl ester. MS: 255.3 [...